From a dataset of the Open Reaction Database (ORD), a public repository of structured organic reaction records. describe an organic reaction: reactants, conditions, products, and yield Procedure: The compound was prepared from the compound of Example 1 using the procedures of Example 2 and cyclopropane sulfonyl chloride. 1H NMR (300 MHz, DMSO-d6): δ 10.29 (s, 1H), 8.88 (s, 1H), 8.23 (s, 1H), 8.0 (s, 1H), 7.96 (s, 1H), 7.76-7.64 (m, 3H), 7.6 (s, 2H), 7.5-7.46 (m, 2H), 7.3-7.25 (m, 1H), 3.88 (s, 3H), 2.88-2.85 (m, 1H), 1.02-1.0 (m, 4H); LC-MS (ESI): Calculated mass: 505.54; Observed mass: 506.1 [M+H]+ (rt: 1.517 min). Reactants: FC1=C(C=CC(=C1)F)C1=CC(=CC(=C1)N1C=NC2=C1C=CC(=C2)C=2C=NN(C2)C)NC(C)=O (N-(2′,4′-difluoro-5-(5-(1-methyl-1H-pyrazol-4-yl)-1H-benzo[d]imidazol-1-yl)-biphenyl-3-yl)acetamide), C1(CC1)S(=O)(=O)Cl (cyclopropane sulfonyl chloride). The product is FC1=C(C=CC(=C1)F)C1=CC(=CC(=C1)N1C=NC2=C1C=CC(=C2)C=2C=NN(C2)C)NS(=O)(=O)C2CC2 (N-(2′,4′-difluoro-5-(5-(1-methyl-1H-pyrazol-4-yl)-1H-benzo[d]imidazol-1-yl)-biphenyl-3-yl)cyclopropanesulfonamide). RXN SMILES: [F:1][C:2]1[CH:7]=[C:6]([F:8])[CH:5]=[CH:4][C:3]=1[C:9]1[CH:14]=[C:13]([N:15]2[C:19]3[CH:20]=[CH:21][C:22]([C:24]4[CH:25]=[N:26][N:27]([CH3:29])[CH:28]=4)=[CH:23][C:18]=3[N:17]=[CH:16]2)[CH:12]=[C:11]([NH:30]C(=O)C)[CH:10]=1.[CH:34]1([S:37](Cl)(=[O:39])=[O:38])[CH2:36][CH2:35]1>>[F:1][C:2]1[CH:7]=[C:6]([F:8])[CH:5]=[CH:4][C:3]=1[C:9]1[CH:14]=[C:13]([N:15]2[C:19]3[CH:20]=[CH:21][C:22]([C:24]4[CH:25]=[N:26][N:27]([CH3:29])[CH:28]=4)=[CH:23][C:18]=3[N:17]=[CH:16]2)[CH:12]=[C:11]([NH:30][S:37]([CH:34]2[CH2:36][CH2:35]2)(=[O:39])=[O:38])[CH:10]=1. The reactants are C(C)OC(=O)C=1C=NC2=C(C=CC=C2C1Cl)OC (4-Chloro-8-methoxy-quinoline-3-carboxylic acid ethyl ester), C1(CC1)N (cyclopropylamine). Product: C(C)OC(=O)C=1C=NC2=C(C=CC=C2C1NC1CC1)OC (4-cyclopropylamino-8-methoxy-quinoline-3-carboxylic acid ethyl ester). Reaction SMILES: [CH2:1]([O:3][C:4]([C:6]1[CH:7]=[N:8][C:9]2[C:14]([C:15]=1Cl)=[CH:13][CH:12]=[CH:11][C:10]=2[O:17][CH3:18])=[O:5])[CH3:2].[CH:19]1([NH2:22])[CH2:21][CH2:20]1>>[CH2:1]([O:3][C:4]([C:6]1[CH:7]=[N:8][C:9]2[C:14]([C:15]=1[NH:22][CH:19]1[CH2:21][CH2:20]1)=[CH:13][CH:12]=[CH:11][C:10]=2[O:17][CH3:18])=[O:5])[CH3:2]. Procedure details: 4-Chloro-8-methoxy-quinoline-3-carboxylic acid ethyl ester (300 mg, 1.13 mmol) was treated with cyclopropylamine following general procedure B to afford 4-cyclopropylamino-8-methoxy-quinoline-3-carboxylic acid ethyl ester (200 mg). Thus obtained amino-ester was hydrolyzed to the corresponding acid in quantitative yield using general procedure D and then transformed into the corresponding ethylamide (170 mg) following general procedure E. The above ethylamide (0.6 mmol) was subjected to reaction ...